The task is: describe an organic reaction: reactants, conditions, products, and yield. This data is from the Open Reaction Database (ORD), a public repository of structured organic reaction records. Reactants: CNC, O=S(=O)(Cl)CCCCl, Cl, Cl, [Na+], [OH-], O. The product is CN(C)S(=O)(=O)CCCCl. Reaction SMILES: [CH3:2][NH:3][CH3:4].[Cl:5][CH2:6][CH2:7][CH2:8][S:9](=[O:10])(=[O:11])[Cl:12].[ClH:15].[ClH:1].[Na+:14].[OH-:13].[OH2:16]>>[CH3:2][N:3]([CH3:4])[S:9]([CH2:8][CH2:7][CH2:6][Cl:5])(=[O:10])=[O:11]. Reactants: F[B-](F)(F)F, O=C(O)c1cc(Br)cc(C(F)(F)F)c1, CCN(C(C)C)C(C)C, C=CCC(CNC)c1ccc(F)cc1, CN(C)C=O, CN(C)C(On1nnc2ccccc21)=[N+](C)C. The product is C=CCC(CN(C)C(=O)c1cc(Br)cc(C(F)(F)F)c1)c1ccc(F)cc1. Reaction SMILES: [B-:29]([F:30])([F:31])([F:32])[F:33].[Br:15][c:16]1[cH:17][c:18]([C:19](=[O:20])[OH:21])[cH:22][c:23]([C:25]([F:26])([F:27])[F:28])[cH:24]1.[CH:51]([N:52]([CH2:53][CH3:54])[CH:55]([CH3:56])[CH3:57])([CH3:58])[CH3:59].[F:1][c:2]1[cH:3][cH:4][c:5]([CH:8]([CH2:9][NH:10][CH3:11])[CH2:12][CH:13]=[CH2:14])[cH:6][cH:7]1.[O:60]=[CH:61][N:62]([CH3:63])[CH3:64].[n:34]1([O:35][C:36]([N:37]([CH3:38])[CH3:39])=[N+:40]([CH3:41])[CH3:42])[c:43]2[cH:44][cH:45][cH:46][cH:47][c:48]2[n:49][n:50]1>>[F:1][c:2]1[cH:3][cH:4][c:5]([CH:8]([CH2:9][N:10]([CH3:11])[C:19]([c:18]2[cH:17][c:16]([Br:15])[cH:24][c:23]([C:25]([F:26])([F:27])[F:28])[cH:22]2)=[O:21])[CH2:12][CH:13]=[CH2:14])[cH:6][cH:7]1.